This data is from the Open Reaction Database (ORD), a public repository of structured organic reaction records. The task is: describe an organic reaction: reactants, conditions, products, and yield Starting materials: OCCNc1nc(-c2ccc(Cl)cc2Cl)cc2nccn12, [H-], Nc1nc(Cl)ccc1[N+](=O)[O-], [Na+]. The product is Nc1nc(OCCNc2nc(-c3ccc(Cl)cc3Cl)cc3nccn23)ccc1[N+](=O)[O-]. RXN SMILES: [Cl:1][c:2]1[c:3](-[c:9]2[cH:10][c:11]3[n:12]([c:13]([NH:15][CH2:16][CH2:17][OH:18])[n:14]2)[cH:19][cH:20][n:21]3)[cH:4][cH:5][c:6]([Cl:8])[cH:7]1.[H-:33].[NH2:22][c:23]1[n:24][c:25]([Cl:32])[cH:26][cH:27][c:28]1[N+:29](=[O:30])[O-:31].[Na+:34]>>[Cl:1][c:2]1[c:3](-[c:9]2[cH:10][c:11]3[n:12]([c:13]([NH:15][CH2:16][CH2:17][O:18][c:25]4[n:24][c:23]([NH2:22])[c:28]([N+:29](=[O:30])[O-:31])[cH:27][cH:26]4)[n:14]2)[cH:19][cH:20][n:21]3)[cH:4][cH:5][c:6]([Cl:8])[cH:7]1. Starting materials: Brc1cc2ncc(C3CCCCC3)nc2c2ccccc12, O=c1[nH]c2c3ccccc3ccc2n(C2CCCCC2)c1=O. Product: Cn1c(=O)c(=O)[nH]c2c3ccccc3ccc21. RXN SMILES: [Br:23][c:24]1[c:25]2[cH:26][cH:27][cH:28][cH:29][c:30]2[c:31]2[n:32][c:33]([CH:34]3[CH2:35][CH2:36][CH2:37][CH2:38][CH2:39]3)[cH:40][n:41][c:42]2[cH:43]1.[CH:1]1([n:7]2[c:8](=[O:22])[c:9](=[O:21])[nH:10][c:11]3[c:12]4[c:13]([cH:14][cH:15][c:16]23)[cH:17][cH:18][cH:19][cH:20]4)[CH2:2][CH2:3][CH2:4][CH2:5][CH2:6]1>>[CH3:1][n:7]1[c:8](=[O:22])[c:9](=[O:21])[nH:10][c:11]2[c:12]3[c:13]([cH:14][cH:15][c:16]12)[cH:17][cH:18][cH:19][cH:20]3. Reactants: CN(NC1CCN(C(=O)OC(C)(C)C)CC1)C(=O)Cc1ccc(F)cc1, CSc1nccc(C(=O)Cl)n1, Cl, c1ccncc1. Reaction SMILES: [C:1]([CH3:2])([CH3:3])([CH3:4])[O:5][C:6](=[O:7])[N:8]1[CH2:9][CH2:10][CH:11]([NH:14][N:15]([CH3:16])[C:17]([CH2:18][c:19]2[cH:20][cH:21][c:22]([F:25])[cH:23][cH:24]2)=[O:26])[CH2:12][CH2:13]1.[CH3:27][S:28][c:29]1[n:30][cH:31][cH:32][c:33]([C:35](=[O:36])[Cl:37])[n:34]1.[ClH:44].[cH:38]1[cH:39][cH:40][n:41][cH:42][cH:43]1>>[C:1]([CH3:2])([CH3:3])([CH3:4])[O:5][C:6](=[O:7])[N:8]1[CH2:9][CH2:10][CH:11]([N:14]([N:15]([CH3:16])[C:17]([CH2:18][c:19]2[cH:20][cH:21][c:22]([F:25])[cH:23][cH:24]2)=[O:26])[C:35]([c:33]2[cH:32][cH:31][n:30][c:29]([S:28][CH3:27])[n:34]2)=[O:36])[CH2:12][CH2:13]1. The product is CSc1nccc(C(=O)N(C2CCN(C(=O)OC(C)(C)C)CC2)N(C)C(=O)Cc2ccc(F)cc2)n1. Reactants: O=Cc1ccc(Br)cc1, CCOC(=O)c1ccc(N)cc1, CCO. The product is CCOC(=O)c1ccc(N=Cc2ccc(Br)cc2)cc1. As a reaction SMILES: [Br:13][c:14]1[cH:15][cH:16][c:17]([CH:18]=[O:19])[cH:20][cH:21]1.[CH2:1]([CH3:2])[O:3][C:4]([c:5]1[cH:6][cH:7][c:8]([NH2:11])[cH:9][cH:10]1)=[O:12].[CH3:22][CH2:23][OH:24]>>[CH2:1]([CH3:2])[O:3][C:4]([c:5]1[cH:6][cH:7][c:8]([N:11]=[CH:18][c:17]2[cH:16][cH:15][c:14]([Br:13])[cH:21][cH:20]2)[cH:9][cH:10]1)=[O:12]. The reactants are O=C([O-])[O-], CC(C)(C)OP(=O)([O-])OC(C)(C)C, CCCC[N+](CCCC)(CCCC)CCCC, CCOC(C)=O, O=C(NCc1ccc(-c2ccn(CCl)c(=O)c2)cc1)c1c(Cl)cccc1Cl, [I-], [K+], [K+], [K+], CN(C)C=O. The product is CC(C)(C)OP(=O)(OCn1ccc(-c2ccc(CNC(=O)c3c(Cl)cccc3Cl)cc2)cc1=O)OC(C)(C)C. As a reaction SMILES: [C:28](=[O:29])([O-:30])[O-:31].[C:34]([CH3:35])([CH3:36])([CH3:37])[O:38][P:39](=[O:40])([O:41][C:42]([CH3:43])([CH3:44])[CH3:45])[O-:46].[CH2:60]([N+:61]([CH2:62][CH2:63][CH2:64][CH3:65])([CH2:66][CH2:67][CH2:68][CH3:69])[CH2:70][CH2:71][CH2:72][CH3:73])[CH2:74][CH2:75][CH3:76].[CH3:48][CH2:49][O:50][C:51](=[O:52])[CH3:53].[Cl:1][c:2]1[c:3]([C:4](=[O:5])[NH:6][CH2:7][c:8]2[cH:9][cH:10][c:11](-[c:14]3[cH:15][c:16](=[O:22])[n:17]([CH2:20][Cl:21])[cH:18][cH:19]3)[cH:12][cH:13]2)[c:23]([Cl:27])[cH:24][cH:25][cH:26]1.[I-:59].[K+:32].[K+:33].[K+:47].[O:54]=[CH:55][N:56]([CH3:57])[CH3:58]>>[Cl:1][c:2]1[c:3]([C:4](=[O:5])[NH:6][CH2:7][c:8]2[cH:9][cH:10][c:11](-[c:14]3[cH:15][c:16](=[O:22])[n:17]([CH2:20][O:46][P:39]([O:38][C:34]([CH3:35])([CH3:36])[CH3:37])(=[O:40])[O:41][C:42]([CH3:43])([CH3:44])[CH3:45])[cH:18][cH:19]3)[cH:12][cH:13]2)[c:23]([Cl:27])[cH:24][cH:25][cH:26]1. Starting materials: [O-2].[In+3].[O-2].[O-2].[In+3] (indium oxide), [Sn]=O (tin oxide), [O-2].[Sm+3].[O-2].[O-2].[Sm+3] (samarium oxide). The product is [O-2].[In+3].[O-2].[O-2].[In+3].[Sn]=O.[O-2].[Sm+3].[O-2].[O-2].[Sm+3] (indium oxide tin oxide samarium oxide). RXN SMILES: [O-2:1].[In+3:2].[O-2].[O-2].[In+3].[Sn:6]=O.[O-2].[Sm+3:9].[O-2].[O-2].[Sm+3]>>[O-2:1].[In+3:2].[O-2:1].[O-2:1].[In+3:2].[Sn:6]=[O:1].[O-2:1].[Sm+3:9].[O-2:1].[O-2:1].[Sm+3:9] |f:0.1.2.3.4,6.7.8.9.10,11.12.13.14.15.16.17.18.19.20.21|. Procedure: Except that a target containing indium oxide, tin oxide and samarium oxide (molar ratio of In:Sn:Sm=60:35:5) was used, indium oxide-tin oxide-samarium oxide (ITSmO) thin films were formed in the same manner as in Example 1-1 and Comparative 1-1. Starting materials: CO, COC(=O)c1ccc(Cl)cc1N(C)S(C)(=O)=O, Cl, [Na+], [OH-]. The product is CN(c1cc(Cl)ccc1C(=O)O)S(C)(=O)=O. RXN SMILES: [CH3:21][OH:22].[Cl:3][c:4]1[cH:5][c:6]([N:14]([S:15](=[O:16])(=[O:17])[CH3:18])[CH3:19])[c:7]([C:8](=[O:9])[O:10][CH3:11])[cH:12][cH:13]1.[ClH:20].[Na+:2].[OH-:1]>>[Cl:3][c:4]1[cH:5][c:6]([N:14]([S:15](=[O:16])(=[O:17])[CH3:18])[CH3:19])[c:7]([C:8](=[O:9])[OH:10])[cH:12][cH:13]1. The reactants are CCOC(C)=O, COC(=O)c1ccc2c(C3CCCCC3)c(-c3ccccc3CO)[nH]c2c1, CC(C)[Si](Cl)(C(C)C)C(C)C, CN(C)C=O, c1c[nH]cn1. Product: COC(=O)c1ccc2c(C3CCCCC3)c(-c3ccccc3CO[Si](C(C)C)(C(C)C)C(C)C)[nH]c2c1. As a reaction SMILES: [CH3:49][CH2:50][O:51][C:52]([CH3:53])=[O:54].[CH:1]1([c:7]2[c:8](-[c:20]3[c:21]([CH2:26][OH:27])[cH:22][cH:23][cH:24][cH:25]3)[nH:9][c:10]3[cH:11][c:12]([C:16](=[O:17])[O:18][CH3:19])[cH:13][cH:14][c:15]23)[CH2:2][CH2:3][CH2:4][CH2:5][CH2:6]1.[Cl:33][Si:34]([CH:35]([CH3:36])[CH3:37])([CH:38]([CH3:39])[CH3:40])[CH:41]([CH3:42])[CH3:43].[O:44]=[CH:45][N:46]([CH3:47])[CH3:48].[nH:28]1[cH:29][cH:30][n:31][cH:32]1>>[CH:1]1([c:7]2[c:8](-[c:20]3[c:21]([CH2:26][O:27][Si:34]([CH:35]([CH3:36])[CH3:37])([CH:38]([CH3:39])[CH3:40])[CH:41]([CH3:42])[CH3:43])[cH:22][cH:23][cH:24][cH:25]3)[nH:9][c:10]3[cH:11][c:12]([C:16](=[O:17])[O:18][CH3:19])[cH:13][cH:14][c:15]23)[CH2:2][CH2:3][CH2:4][CH2:5][CH2:6]1. Reactants: ClCCl, CC1(C)CS(=O)(=O)CC(C)(C)N1, O=C(OO)c1cccc(Cl)c1. Yields the product CC1(C)CS(=O)(=O)CC(C)(C)[NH+]1[O-]. As a reaction SMILES: [CH2:24]([Cl:25])[Cl:26].[CH3:1][C:2]1([CH3:12])[NH:3][C:4]([CH3:10])([CH3:11])[CH2:5][S:6](=[O:8])(=[O:9])[CH2:7]1.[Cl:13][c:14]1[cH:15][c:16]([C:21](=[O:18])[O:22][OH:23])[cH:17][cH:19][cH:20]1>>[CH3:1][C:2]1([CH3:12])[NH+:3]([O-:18])[C:4]([CH3:10])([CH3:11])[CH2:5][S:6](=[O:8])(=[O:9])[CH2:7]1. Reactants: B(O)O (boronic acid), BrC1=C(C=O)C=CC=N1 (2-bromonicotinaldehyde), N1N=CC=C1B(O)O ((1H-pyrazol-5-yl)boronic acid). The product is N1N=CC=C1C1=C(C=O)C=CC=N1 (2-(1H-pyrazol-5-yl)nicotinaldehyde). As a reaction SMILES: B(O)O.Br[C:5]1[N:12]=[CH:11][CH:10]=[CH:9][C:6]=1[CH:7]=[O:8].[NH:13]1[C:17](B(O)O)=[CH:16][CH:15]=[N:14]1>>[NH:13]1[C:17]([C:5]2[N:12]=[CH:11][CH:10]=[CH:9][C:6]=2[CH:7]=[O:8])=[CH:16][CH:15]=[N:14]1. Procedure: 2-(1H-pyrazol-5-yl)nicotinaldehyde was prepared using the general boronic acid coupling procedure for 2-bromonicotinaldehyde and (1H-pyrazol-5-yl)boronic acid (60 mg, 93.2 mg theoretical, 64.4%). LC-MS m/z 174.2 (M+1).